This data is from the Open Reaction Database (ORD), a public repository of structured organic reaction records. The task is: describe an organic reaction: reactants, conditions, products, and yield The reactants are NC1=NC=2C=CC=CC2C2=C1N=C(N2CCCC(=O)C2=CC=CC=C2)CCCC (4-(4-amino-2-butyl-1H-imidazo[4,5-c]quinolin-1-yl)-1-phenylbutan-1-one), Cl.CON (O-methylhydroxylamine hydrochloride). Product: CON=C(CCCN1C(=NC=2C(=NC=3C=CC=CC3C21)N)CCCC)C2=CC=CC=C2 (4-(4-amino-2-butyl-1H-imidazo[4,5-c]quinolin-1-yl)-1-phenylbutan-1-one O-methyloxime). As a reaction SMILES: [NH2:1][C:2]1[C:11]2[N:12]=[C:13]([CH2:26][CH2:27][CH2:28][CH3:29])[N:14]([CH2:15][CH2:16][CH2:17][C:18]([C:20]3[CH:25]=[CH:24][CH:23]=[CH:22][CH:21]=3)=O)[C:10]=2[C:9]2[CH:8]=[CH:7][CH:6]=[CH:5][C:4]=2[N:3]=1.Cl.[CH3:31][O:32][NH2:33]>>[CH3:31][O:32][N:33]=[C:18]([C:20]1[CH:21]=[CH:22][CH:23]=[CH:24][CH:25]=1)[CH2:17][CH2:16][CH2:15][N:14]1[C:10]2[C:9]3[CH:8]=[CH:7][CH:6]=[CH:5][C:4]=3[N:3]=[C:2]([NH2:1])[C:11]=2[N:12]=[C:13]1[CH2:26][CH2:27][CH2:28][CH3:29] |f:1.2|. Reported procedure: By the general method described in Part F of Example 30, 4-(4-amino-2-butyl-1H-imidazo[4,5-c]quinolin-1-yl)-1-phenylbutan-1-one was reacted with O-methylhydroxylamine hydrochloride to provide 4-(4-amino-2-butyl-1H-imidazo[4,5-c]quinolin-1-yl)-1-phenylbutan-1-one O-methyloxime) in about an 8.7 to 1 mixture of E and Z isomers as a yellow solid after recrystallization from methanol, mp 198-200° C. Starting materials: FS(=O)(=O)C(C(=O)F)(F)F (2-(fluorosulfonyl)difluoroacetyl fluoride), Cl (HCl), Cl.C(C(=C)C)(=O)OCCN (2-aminoethyl methacrylate hydrochloride), N1=CC=CC=C1 (pyridine). The solvent is C(Cl)Cl (CH2Cl2), C(Cl)Cl (CH2Cl2). Conditions: temperature 0 celsius, time 10 minute. The product is C(C(=C)C)(=O)OCCNC(C(S(=O)(=O)F)(F)F)=O (2-(2,2-difluoro-2-(fluorosulfonyl)acetamido)ethyl methacrylate). Yield: 63.5%. RXN SMILES: [F:1][S:2]([C:5]([F:10])([F:9])[C:6](F)=[O:7])(=[O:4])=[O:3].Cl.[C:12]([O:17][CH2:18][CH2:19][NH2:20])(=[O:16])[C:13]([CH3:15])=[CH2:14].N1C=CC=CC=1.Cl>C(Cl)Cl>[C:12]([O:17][CH2:18][CH2:19][NH:20][C:6](=[O:7])[C:5]([F:10])([F:9])[S:2]([F:1])(=[O:4])=[O:3])(=[O:16])[C:13]([CH3:15])=[CH2:14] |f:1.2|. Procedure: A 500 ml flask was charged with CH2Cl2 (80 ml) under nitrogen stream and stirred for 10 min at 0° C. and then 2-(fluorosulfonyl)difluoroacetyl fluoride (29.9 g, 166.0 mmol, 1.5 equivalent (eq.)) was added. After 25 minutes, a CH2Cl2 (160 ml) solution of 2-aminoethyl methacrylate hydrochloride (18.4 g, 111.0 mmol, 1.0 eq.) and pyridine (17.5 g, 221.0 mmol, 2.0 eq.) was added drop wise to the mixture over 50 minutes. The mixture was allowed to warm to room temperature (RT) and stirred for 3 hours ... The reactants are CO, CN(C)C=O, ClC(Cl)Cl, O=C=Nc1ccc(F)cc1F, COc1cc2c(Oc3ccc(N)c(F)c3)ccnc2cc1O. Yields the product COc1cc2c(Oc3ccc(NC(=O)Nc4ccc(F)cc4F)c(F)c3)ccnc2cc1O. Reaction SMILES: [CH3:34][OH:35].[CH3:40][N:41]([CH3:42])[CH:43]=[O:44].[CH:36]([Cl:37])([Cl:38])[Cl:39].[F:23][c:24]1[c:25]([N:31]=[C:32]=[O:33])[cH:26][cH:27][c:28]([F:30])[cH:29]1.[NH2:1][c:2]1[c:3]([F:22])[cH:4][c:5]([O:6][c:7]2[cH:8][cH:9][n:10][c:11]3[cH:12][c:13]([OH:19])[c:14]([O:17][CH3:18])[cH:15][c:16]23)[cH:20][cH:21]1>>[NH:1]([c:2]1[c:3]([F:22])[cH:4][c:5]([O:6][c:7]2[cH:8][cH:9][n:10][c:11]3[cH:12][c:13]([OH:19])[c:14]([O:17][CH3:18])[cH:15][c:16]23)[cH:20][cH:21]1)[C:32]([NH:31][c:25]1[c:24]([F:23])[cH:29][c:28]([F:30])[cH:27][cH:26]1)=[O:33]. Starting materials: NCCC1=CC=C(NC2CCN(CC2)C(=O)NCC2=C(C=C(OCC(=O)OC)C=C2)F)C=C1 (Methyl 2-(4-{[({4-[4-(2-aminoethyl)anilino]-1-piperidinyl}carbonyl)amino]methyl}-3-fluorophenoxy)acetate), C(C)(C)(C)[Si](C1=CC=CC=C1)(C1=CC=CC=C1)OC1=CC=C(C=C1)OCC1OC1 (tert-butyl-(4-oxiranylmethoxy-phenoxy)-diphenyl-silane). The product is FC=1C=C(OCC(=O)O)C=CC1CNC(=O)N1CCC(CC1)NC1=CC=C(C=C1)CCNC[C@@H](COC1=CC=C(C=C1)O)O (3-Fluoro-4-[[[[4-{[4-[2-[[(S)-2-hydroxy-3-(4-hydroxyphenoxy)propyl]amino]ethyl]phenyl]amino]-1-piperidinyl]carbonyl]amino]methyl}phenoxylacetic acid). Yield: 27.5%. Reaction SMILES: [NH2:1][CH2:2][CH2:3][C:4]1[CH:33]=[CH:32][C:7]([NH:8][CH:9]2[CH2:14][CH2:13][N:12]([C:15]([NH:17][CH2:18][C:19]3[CH:30]=[CH:29][C:22]([O:23][CH2:24][C:25]([O:27]C)=[O:26])=[CH:21][C:20]=3[F:31])=[O:16])[CH2:11][CH2:10]2)=[CH:6][CH:5]=1.C([Si]([O:51][C:52]1[CH:57]=[CH:56][C:55]([O:58][CH2:59][CH:60]2[CH2:62][O:61]2)=[CH:54][CH:53]=1)(C1C=CC=CC=1)C1C=CC=CC=1)(C)(C)C>>[F:31][C:20]1[CH:21]=[C:22]([CH:29]=[CH:30][C:19]=1[CH2:18][NH:17][C:15]([N:12]1[CH2:13][CH2:14][CH:9]([NH:8][C:7]2[CH:6]=[CH:5][C:4]([CH2:3][CH2:2][NH:1][CH2:62][C@H:60]([OH:61])[CH2:59][O:58][C:55]3[CH:56]=[CH:57][C:52]([OH:51])=[CH:53][CH:54]=3)=[CH:33][CH:32]=2)[CH2:10][CH2:11]1)=[O:16])[O:23][CH2:24][C:25]([OH:27])=[O:26]. Procedure: Methyl 2-(4-{[({4-[4-(2-aminoethyl)anilino]-1-piperidinyl}carbonyl)amino]methyl}-3-fluorophenoxy)acetate (0.605 g, 1.2 mmol) was reacted with tert-butyl-(4-oxiranylmethoxy-phenoxy)-diphenyl-silane (0.477 g, 1.2 mmol) according to Procedure G to furnish the title compound (0.280 g, 0.33 mmol). The reactants are BrC=1C(=NC=CC1)C (3-Bromo-2-methylpyridine), diphenylperoxyanhydride, BrN1C(CCC1=O)=O (1-bromopyrrolidine-2,5-dione). The solvent is C(Cl)(Cl)(Cl)Cl (carbon tetrachloride). Product: BrC=1C(=NC=CC1)CBr (3-bromo-2-(bromomethyl)pyridine). RXN SMILES: [Br:1][C:2]1[C:3]([CH3:8])=[N:4][CH:5]=[CH:6][CH:7]=1.[Br:9]N1C(=O)CCC1=O>C(Cl)(Cl)(Cl)Cl>[Br:1][C:2]1[C:3]([CH2:8][Br:9])=[N:4][CH:5]=[CH:6][CH:7]=1. Reported procedure: 3-Bromo-2-methylpyridine (10.0 g, 58.1 mmol), diphenylperoxyanhydride (2.82 g, 11.6 mmol), 1-bromopyrrolidine-2,5-dione (10.9 g, 61.0 mmol) were refluxed in 233 mL of carbon tetrachloride for 144 hours. The reaction mixture was cooled to ambient temperature and washed with water (3×200 mL). The organic layer was dried over Na2SO4, filtered, concentrated, and purified by silica gel chromatography eluting with 0-30% EtOAc in hexanes to provide 3-bromo-2-(bromomethyl)pyridine. Reactants: ethyl acetate-pet ether, COC=1C=CC(=CC1)C=O (anisaldehyde), C(C)(=O)OC(C)=O (Acetic anhydride), COC1=C(C(=CC(=C1)OC)OC)[C@H]1[C@@H](CCCC1)O (trans-(+/-)-2-(2,4,6-Trimethoxyphenyl)cyclohexanol), P(O)(O)(O)=O (orthophosphoric acid). Run in ClCCl (dichloromethane). Reaction conditions: time 15 minute. Product: C(C)(=O)O[C@H]1[C@@H](CCCC1)C1=C(C(=C(C=C1OC)OC)C(C)=O)OC (trans-(+/-)-2-(3-Acetyl-2,4,6-trimethoxyphenyl)cyclohexyl acetate). Isolated yield 81.0%. As a reaction SMILES: [C:1](OC(=O)C)(=[O:3])[CH3:2].[CH3:8][O:9][C:10]1[CH:15]=[C:14]([O:16][CH3:17])[CH:13]=[C:12]([O:18][CH3:19])[C:11]=1[C@@H:20]1[CH2:25][CH2:24][CH2:23][CH2:22][C@H:21]1[OH:26].P(=O)(O)(O)O.C[O:33][C:34]1C=CC(C=O)=C[CH:39]=1>ClCCl>[C:1]([O:26][C@@H:21]1[CH2:22][CH2:23][CH2:24][CH2:25][C@H:20]1[C:11]1[C:12]([O:18][CH3:19])=[CH:13][C:14]([O:16][CH3:17])=[C:15]([C:34](=[O:33])[CH3:39])[C:10]=1[O:9][CH3:8])(=[O:3])[CH3:2]. Procedure details: Acetic anhydride (660 ml; 6.975 mol) was added to the solution of the trans-(+/-)-2-(2,4,6-trimethoxyphenyl)cyclohexanol (II; 60 g; 0.225 mol) in dichloromethane (300 ml) at room temperature, while stirring. It was followed by the dropwise addition of orthophosphoric acid (85%; 40 ml; 0.347 mol) over 45 min. Reaction progress was monitored by TLC (tlc system 30% ethyl acetate-pet ether; spray reagent--anisaldehyde; product Rf--value=0.5). TLC of the reaction mixture after 15 min. revealed comple... Reactants: CCOP(=O)(Cc1ccc(NC(=O)CCc2cnoc2-c2ccccc2)cc1)OCC, C[Si](C)(C)Br, CC#N. Yields the product CCOP(=O)(O)Cc1ccc(NC(=O)CCc2cnoc2-c2ccccc2)cc1. Reaction SMILES: [CH2:1]([CH3:2])[O:3][P:4](=[O:5])([O:6][CH2:7][CH3:8])[CH2:9][c:10]1[cH:11][cH:12][c:13]([NH:16][C:17]([CH2:18][CH2:19][c:20]2[cH:21][n:22][o:23][c:24]2-[c:25]2[cH:26][cH:27][cH:28][cH:29][cH:30]2)=[O:31])[cH:14][cH:15]1.[CH3:32][Si:33]([Br:34])([CH3:35])[CH3:36].[CH3:37][C:38]#[N:39]>>[CH2:1]([CH3:2])[O:3][P:4](=[O:5])([OH:6])[CH2:9][c:10]1[cH:11][cH:12][c:13]([NH:16][C:17]([CH2:18][CH2:19][c:20]2[cH:21][n:22][o:23][c:24]2-[c:25]2[cH:26][cH:27][cH:28][cH:29][cH:30]2)=[O:31])[cH:14][cH:15]1.